This data is from the Open Reaction Database (ORD), a public repository of structured organic reaction records. The task is: describe an organic reaction: reactants, conditions, products, and yield Starting materials: NC=1C=C2C3CN(CC(C2=CC1)CC3)C(C(F)(F)F)=O (1-(4-Amino-10-aza-tricyclo[6.3.2.0*2,7*]trideca-2,4,6-trien-10-yl)-2,2,2-trifluoro-ethanone), C1CC(=O)N(C1=O)Br (NBS). Run in C(C)(=O)O (acetic acid), C(Cl)Cl (CH2Cl2). Reaction conditions: time 30 minute. Product: NC=1C(=C2C3CN(CC(C2=CC1)CC3)C(C(F)(F)F)=O)Br (1-(4-amino-3-bromo-10-aza-tricyclo[6.3.2.0*2,7*]trideca-2,4,6-trien-10-yl)-2,2,2-trifluoro-ethanone). Reaction SMILES: [NH2:1][C:2]1[CH:3]=[C:4]2[C:10](=[CH:11][CH:12]=1)[CH:9]1[CH2:13][CH2:14][CH:5]2[CH2:6][N:7]([C:15](=[O:20])[C:16]([F:19])([F:18])[F:17])[CH2:8]1.C1C(=O)N([Br:28])C(=O)C1>C(Cl)Cl.C(O)(=O)C>[NH2:1][C:2]1[C:3]([Br:28])=[C:4]2[C:10](=[CH:11][CH:12]=1)[CH:9]1[CH2:13][CH2:14][CH:5]2[CH2:6][N:7]([C:15](=[O:20])[C:16]([F:19])([F:17])[F:18])[CH2:8]1. Procedure details: 1-(4-Amino-10-aza-tricyclo[6.3.2.0*2,7*]trideca-2,4,6-trien-10-yl)-2,2,2-trifluoro-ethanone (20 mg, 0.0204 mmol) was placed in CH2Cl2 (3 mL) and acetic acid (0.1 mL). NBS was added. The reaction was stirred for 30 min. and then concentrated under reduced pressure. Purification by silica gel chromatography using a gradient of 0-8% MeOH/CH2Cl2 as the eluting solvent to obtain 1-(4-amino-3-bromo-10-aza-tricyclo[6.3.2.0*2,7*]trideca-2,4,6-trien-10-yl)-2,2,2-trifluoro-ethanone as a yellow film (14.82...